This data is from the Open Reaction Database (ORD), a public repository of structured organic reaction records. The task is: describe an organic reaction: reactants, conditions, products, and yield Reactants: [Al+3], CCOCC, CC12C=CC(C)(CC(=O)C1)O2, [H-], [H-], [H-], [H-], [Li+]. Product: CC12C=CC(C)(CC(O)C1)O2. RXN SMILES: [Al+3:2].[CH3:18][CH2:19][O:20][CH2:21][CH3:22].[CH3:7][C:8]12[CH2:9][C:10](=[O:17])[CH2:11][C:12]([CH3:16])([CH:13]=[CH:14]1)[O:15]2.[H-:1].[H-:4].[H-:5].[H-:6].[Li+:3]>>[CH3:7][C:8]12[CH2:9][CH:10]([OH:17])[CH2:11][C:12]([CH3:16])([CH:13]=[CH:14]1)[O:15]2. The reactants are N1=C(C=CC=C1)C(=O)O (picolinic acid), NC1=NC=CC=C1C1=CC=C(C=C1)O (4-(2-aminopyridin-3-yl)phenol), P(=O)([O-])([O-])[O-].[K+].[K+].[K+] (tripotassium phosphate), BrC1=CC=C(C=C1)C(F)(F)F (1-bromo-4-(trifluoromethyl)benzene). The reagents and catalysts are [Cu]I (Copper(I) iodide). Solvent: CS(=O)C (DMSO). Run at temperature 130 celsius, time 5 hour. The product is FC(C1=CC=C(OC2=CC=C(C=C2)C=2C(=NC=CC2)N)C=C1)(F)F (3-(4-(4-(trifluoromethyl)phenoxy)phenyl)pyridin-2-amine). The yield is 77.8%. As a reaction SMILES: N1C=CC=CC=1C(O)=O.[NH2:10][C:11]1[C:16]([C:17]2[CH:22]=[CH:21][C:20]([OH:23])=[CH:19][CH:18]=2)=[CH:15][CH:14]=[CH:13][N:12]=1.P([O-])([O-])([O-])=O.[K+].[K+].[K+].Br[C:33]1[CH:38]=[CH:37][C:36]([C:39]([F:42])([F:41])[F:40])=[CH:35][CH:34]=1>[Cu]I.CS(C)=O>[F:40][C:39]([F:42])([F:41])[C:36]1[CH:37]=[CH:38][C:33]([O:23][C:20]2[CH:21]=[CH:22][C:17]([C:16]3[C:11]([NH2:10])=[N:12][CH:13]=[CH:14][CH:15]=3)=[CH:18][CH:19]=2)=[CH:34][CH:35]=1 |f:2.3.4.5|. Procedure details: Copper(I) iodide (102 mg) was added to a mixture of picolinic acid (66.1 mg), 4-(2-aminopyridin-3-yl)phenol (500 mg), tripotassium phosphate (1710 mg), 1-bromo-4-(trifluoromethyl)benzene (725 mg) and DMSO (8 mL). The mixture was stirred at 130° C. under nitrogen for 5 hr. Activated carbon was added and the insoluble solid was removed by filtration through NH-silica gel/Celite pad (eluted with EtOAc). Water was added and the extracted organic layer was washed with brine. Silica-gel was added to t...